From a dataset of the Open Reaction Database (ORD), a public repository of structured organic reaction records. describe an organic reaction: reactants, conditions, products, and yield The reactants are CN(C(=O)C1=CC2=CN=C3C=CC=C(S1)N32)CC3CCN(CC3)C(=O)OC(C)(C)C (N-methyl-N-(1-tert-butoxycarbonylpiperidin-4-ylmethyl)-5-thia-1,8b-diazaacenaphthylene-4-carboxamide), Cl (hydrochloric acid). Solvent: C(C)O (ethanol). Conditions: time 18 hour. Product: Cl.Cl.CN(C(=O)C1=CC2=CN=C3C=CC=C(S1)N32)CC3CCNCC3 (N-methyl-N-(piperidin-4-ylmethyl)-5-thia-1,8b-diazaacenaphthylene-4-carboxamide Dihydrochloride). Reaction SMILES: [CH3:1][N:2]([CH2:17][CH:18]1[CH2:23][CH2:22][N:21](C(OC(C)(C)C)=O)[CH2:20][CH2:19]1)[C:3]([C:5]1[S:15][C:14]2[N:16]3[C:7](=[CH:8][N:9]=[C:10]3[CH:11]=[CH:12][CH:13]=2)[CH:6]=1)=[O:4].[ClH:31]>C(O)C>[ClH:31].[ClH:31].[CH3:1][N:2]([CH2:17][CH:18]1[CH2:23][CH2:22][NH:21][CH2:20][CH2:19]1)[C:3]([C:5]1[S:15][C:14]2[N:16]3[C:7](=[CH:8][N:9]=[C:10]3[CH:11]=[CH:12][CH:13]=2)[CH:6]=1)=[O:4] |f:3.4.5|. Procedure: To a solution of 0.7716 g (1.8 mM) of N-methyl-N-(1-tert-butoxycarbonylpiperidin-4-ylmethyl)-5-thia-1,8b-diazaacenaphthylene-4-carboxamide in ethanol (5 ml) was added 0.8 ml (9.6 mM) of 12N-hydrochloric acid at room temperature and the mixture was stirred for 18 hours. The solvent was then distilled off under reduced pressure, and 2 ml (24 mM) of 12N-hydrochloric acid was added to the residue. The mixture was stirred for 5 minutes, after which ethanol was added and the solvent was distilled off ... The reactants are CN1C2C(C=3C=CC=CC13)CCC2N (1,2,3,3a,4,8b-hexahydro-4-methylcyclopent[b]indol-3-amine), C1=C(C=CC2=CC=CC=C12)S(=O)(=O)O (2-naphthalene sulfonic acid). Solvent: CCOCC (Et2O), CCOCC (ether). Yields the product C1=C(C=CC2=CC=CC=C12)S(=O)(=O)O.CN1C2C(C=3C=CC=CC13)CCC2N (1,2,3,3a,4,8b-Hexahydro-4-methylcyclopent[b]indol-3-amine 2-naphthalene sulfonate). RXN SMILES: [CH3:1][N:2]1[C:10]2[CH:9]=[CH:8][CH:7]=[CH:6][C:5]=2[CH:4]2[CH2:11][CH2:12][CH:13]([NH2:14])[CH:3]12.[CH:15]1[C:24]2[C:19](=[CH:20][CH:21]=[CH:22][CH:23]=2)[CH:18]=[CH:17][C:16]=1[S:25]([OH:28])(=[O:27])=[O:26]>CCOCC>[CH:15]1[C:24]2[C:19](=[CH:20][CH:21]=[CH:22][CH:23]=2)[CH:18]=[CH:17][C:16]=1[S:25]([OH:28])(=[O:27])=[O:26].[CH3:1][N:2]1[C:10]2[CH:9]=[CH:8][CH:7]=[CH:6][C:5]=2[CH:4]2[CH2:11][CH2:12][CH:13]([NH2:14])[CH:3]12 |f:3.4|. Procedure: A 1.7 g sample of 1,2,3,3a,4,8b-hexahydro-4-methylcyclopent[b]indol-3-amine was dissolved in 150 ml Et2O and a solution of 1.9 g of 2-naphthalene sulfonic acid in ether was added in a dropwise manner with stirring. A solid was collected by filtration under N2. Starting materials: O=[N+]([O-])C(CO)(CO)c1ccc2cc(Br)ccc2c1, ClCCl, COC(C)(C)OC. Yields the product CC1(C)OCC(c2ccc3cc(Br)ccc3c2)([N+](=O)[O-])CO1. RXN SMILES: [Br:1][c:2]1[cH:3][c:4]2[cH:5][cH:6][c:7]([C:12]([CH2:13][OH:14])([CH2:15][OH:16])[N+:17](=[O:18])[O-:19])[cH:8][c:9]2[cH:10][cH:11]1.[CH2:20]([Cl:21])[Cl:22].[CH3:23][O:24][C:25]([CH3:26])([CH3:27])[O:28][CH3:29]>>[Br:1][c:2]1[cH:3][c:4]2[cH:5][cH:6][c:7]([C:12]3([N+:17](=[O:18])[O-:19])[CH2:13][O:14][C:25]([CH3:26])([CH3:27])[O:16][CH2:15]3)[cH:8][c:9]2[cH:10][cH:11]1. Starting materials: [Na] (sodium), Cl (hydrochloric acid), BrC(C(=O)OCC)CCCC (ethyl 2-bromohexanoate), ClC=1C=C2N=CC(NC2=CC1Cl)=O (6,7-dichloroquinoxalin-2(1H)-one). Solvent: C(C)O (ethanol). Product: C(C)OC(=O)CCCCCN1C(C=NC2=CC(=C(C=C12)Cl)Cl)=O (1-((1-ethoxycarbonyl)pentyl)-6,7-dichloroquinoxalin-2(1H)-one). Isolated yield 10.5%. RXN SMILES: [Na].[Cl:2][C:3]1[CH:4]=[C:5]2[C:10](=[CH:11][C:12]=1[Cl:13])[NH:9][C:8](=[O:14])[CH:7]=[N:6]2.Br[CH:16]([CH2:22][CH2:23][CH2:24][CH3:25])[C:17]([O:19][CH2:20][CH3:21])=[O:18].Cl>C(O)C>[CH2:20]([O:19][C:17]([CH2:16][CH2:22][CH2:23][CH2:24][CH2:25][N:9]1[C:10]2[C:5](=[CH:4][C:3]([Cl:2])=[C:12]([Cl:13])[CH:11]=2)[N:6]=[CH:7][C:8]1=[O:14])=[O:18])[CH3:21] |^1:0|. Reported procedure: Under a nitrogen atmosphere sodium (0.148 g, 6.42 mmol) was dissolved in 50 ml of abs. ethanol and 6,7-dichloroquinoxalin-2(1H)-one (1.20 g, 5.58 mmol) (Liebigs Ann. Chem., (1982), 754) was added. The mixture was stirred until the compound dissolved, and ethyl 2-bromohexanoate (1.30 ml, 7.1 mmol) was added. The reaction mixture was refluxed for 72 h, cooled to room temperature, then poured onto crushed ice and acidified by dilute hydrochloric acid (pH=2). The precipitated compound was extracted ... As a reaction SMILES: [Al+3:2].[CH2:37]1[O:38][CH2:39][CH2:40][CH2:41]1.[CH3:32][CH2:33][O:34][CH2:35][CH3:36].[H-:1].[H-:4].[H-:5].[H-:6].[Li+:3].[nH:7]1[cH:8][c:9]([C:16]2=[C:20]([c:21]3[cH:22][nH:23][c:24]4[cH:25][cH:26][cH:27][cH:28][c:29]34)[C:19](=[O:30])[NH:18][C:17]2=[O:31])[c:10]2[cH:11][cH:12][cH:13][cH:14][c:15]12>>[nH:7]1[cH:8][c:9]([C:16]2=[C:20]([c:21]3[cH:22][nH:23][c:24]4[cH:25][cH:26][cH:27][cH:28][c:29]34)[CH2:19][NH:18][C:17]2=[O:31])[c:10]2[cH:11][cH:12][cH:13][cH:14][c:15]12. The reactants are [Al+3], C1CCOC1, CCOCC, [H-], [H-], [H-], [H-], [Li+], O=C1NC(=O)C(c2c[nH]c3ccccc23)=C1c1c[nH]c2ccccc12. The product is O=C1NCC(c2c[nH]c3ccccc23)=C1c1c[nH]c2ccccc12.